The task is: describe an organic reaction: reactants, conditions, products, and yield. This data is from the Open Reaction Database (ORD), a public repository of structured organic reaction records. The reactants are C(#N)C1=C(C=C(C=O)C=C1)F (4-cyano-3-fluorobenzaldehyde), C(CC)[C@@H]1CC[C@H](CC1)C(CO)CO (2-(trans-4-n-propylcyclohexyl)-propane-1,3-diol). Product: C(#N)C1=C(C=C(C=C1)C1OCC(CO1)[C@@H]1CC[C@H](CC1)CCC)F (2-(4-Cyano-3-fluorophenyl)-5-(trans-4-n-propylcyclohexyl)-1,3-dioxane). As a reaction SMILES: [C:1]([C:3]1[CH:10]=[CH:9][C:6]([CH:7]=[O:8])=[CH:5][C:4]=1[F:11])#[N:2].[CH2:12]([C@H:15]1[CH2:20][CH2:19][C@H:18]([CH:21]([CH2:24]O)[CH2:22][OH:23])[CH2:17][CH2:16]1)[CH2:13][CH3:14]>>[C:1]([C:3]1[CH:10]=[CH:9][C:6]([CH:7]2[O:23][CH2:22][CH:21]([C@H:18]3[CH2:17][CH2:16][C@H:15]([CH2:12][CH2:13][CH3:14])[CH2:20][CH2:19]3)[CH2:24][O:8]2)=[CH:5][C:4]=1[F:11])#[N:2]. Reported procedure: A mixture of 3.0 g of 4-cyano-3-fluorobenzaldehyde and 4.0 g of 2-(trans-4-n-propylcyclohexyl)-propane-1,3-diol is reacted analogously to Example 5. 2-(4-Cyano-3-fluorophenyl)-5-(trans-4-n-propylcyclohexyl)-1,3-dioxane is obtained. The following compounds are prepared analogously: Starting materials: C(C)(C)N1CCN(CC1)C(=O)C=1C=C2C=C(NC2=CC1)C(=O)N1CCOCC1 ([5-(4-isopropyl-piperazine-1-carbonyl)-1H-indol-2-yl]-morpholin-4-yl-methanone), IC1=CC=C(C#N)C=C1 (4-iodobenzonitrile). The product is C(C)(C)N1CCN(CC1)C(=O)C=1C=C2C=C(N(C2=CC1)C1=CC=C(C#N)C=C1)C(=O)N1CCOCC1 (4-[5-(4-Isopropyl-piperazine-1-carbonyl)-2-(morpholine-4-carbonyl)-indol-1-yl]-benzonitrile). RXN SMILES: [CH:1]([N:4]1[CH2:9][CH2:8][N:7]([C:10]([C:12]2[CH:13]=[C:14]3[C:18](=[CH:19][CH:20]=2)[NH:17][C:16]([C:21]([N:23]2[CH2:28][CH2:27][O:26][CH2:25][CH2:24]2)=[O:22])=[CH:15]3)=[O:11])[CH2:6][CH2:5]1)([CH3:3])[CH3:2].I[C:30]1[CH:37]=[CH:36][C:33]([C:34]#[N:35])=[CH:32][CH:31]=1>>[CH:1]([N:4]1[CH2:9][CH2:8][N:7]([C:10]([C:12]2[CH:13]=[C:14]3[C:18](=[CH:19][CH:20]=2)[N:17]([C:30]2[CH:37]=[CH:36][C:33]([C:34]#[N:35])=[CH:32][CH:31]=2)[C:16]([C:21]([N:23]2[CH2:24][CH2:25][O:26][CH2:27][CH2:28]2)=[O:22])=[CH:15]3)=[O:11])[CH2:6][CH2:5]1)([CH3:3])[CH3:2]. Procedure details: The title compound was synthesized in analogy to example 116, from [5-(4-isopropyl-piperazine-1-carbonyl)-1H-indol-2-yl]-morpholin-4-yl-methanone and 4-iodobenzonitrile.